The task is: describe an organic reaction: reactants, conditions, products, and yield. This data is from the Open Reaction Database (ORD), a public repository of structured organic reaction records. The reactants are ClCCl, Cl, O=S(=O)(CF)c1ccc(C2OC(c3ccccc3)=NC2CF)cc1. The product is NC(CF)C(O)c1ccc(S(=O)(=O)CF)cc1. RXN SMILES: [Cl:26][CH2:27][Cl:28].[ClH:25].[F:1][CH2:2][CH:3]1[N:4]=[C:5]([c:19]2[cH:20][cH:21][cH:22][cH:23][cH:24]2)[O:6][CH:7]1[c:8]1[cH:9][cH:10][c:11]([S:14](=[O:15])(=[O:16])[CH2:17][F:18])[cH:12][cH:13]1>>[F:1][CH2:2][CH:3]([NH2:4])[CH:7]([OH:6])[c:8]1[cH:9][cH:10][c:11]([S:14](=[O:15])(=[O:16])[CH2:17][F:18])[cH:12][cH:13]1. The product is Nc1cccc(C(F)(F)F)c1O. The reactants are CCO, O=[N+]([O-])c1cccc(C(F)(F)F)c1O, [Na+], O=C([O-])O, Cl[Sn]Cl. RXN SMILES: [CH3:23][CH2:24][OH:25].[F:1][C:2]([c:3]1[c:4]([OH:12])[c:5]([N+:9]([O-:10])=[O:11])[cH:6][cH:7][cH:8]1)([F:13])[F:14].[Na+:22].[O-:18][C:19]([OH:20])=[O:21].[Sn:15]([Cl:16])[Cl:17]>>[F:1][C:2]([c:3]1[c:4]([OH:12])[c:5]([NH2:9])[cH:6][cH:7][cH:8]1)([F:13])[F:14]. Starting materials: CCC1(CC(=O)O)CCc2ccc(O)cc21, CO, C[Si](C)(C)C=[N+]=[N-], CC(=O)O, CCOCC, ClCCl. Product: CCC1(CC(=O)OC)CCc2ccc(O)cc21. As a reaction SMILES: [CH2:1]([CH3:2])[C:3]1([CH2:13][C:14](=[O:15])[OH:16])[CH2:4][CH2:5][c:6]2[cH:7][cH:8][c:9]([OH:12])[cH:10][c:11]21.[CH3:20][OH:21].[CH3:22][Si:23]([CH:24]=[N+:25]=[N-:26])([CH3:27])[CH3:28].[CH3:29][C:30](=[O:31])[OH:32].[CH3:33][CH2:34][O:35][CH2:36][CH3:37].[Cl:17][CH2:18][Cl:19]>>[CH2:1]([CH3:2])[C:3]1([CH2:13][C:14](=[O:15])[O:16][CH3:18])[CH2:4][CH2:5][c:6]2[cH:7][cH:8][c:9]([OH:12])[cH:10][c:11]21. Starting materials: [Cr](=O)(=O)([O-])Cl.[NH+]1=CC=CC=C1 (pyridinium chlorochromate), ClC1=CC=C(OCCCCCCO)C=C1 (6-(4-chlorophenoxy)-1-hexanol). The solvent is C(Cl)Cl (methylene chloride), C(C)OCC (ethyl ether). Reaction conditions: time 1.5 hour. Product: ClC1=CC=C(OCCCCCC=O)C=C1 (6-(4-chlorophenoxy)-1-hexanal). Reaction SMILES: [Cr](Cl)([O-])(=O)=O.[NH+]1C=CC=CC=1.[Cl:12][C:13]1[CH:26]=[CH:25][C:16]([O:17][CH2:18][CH2:19][CH2:20][CH2:21][CH2:22][CH2:23][OH:24])=[CH:15][CH:14]=1>C(Cl)Cl.C(OCC)C>[Cl:12][C:13]1[CH:26]=[CH:25][C:16]([O:17][CH2:18][CH2:19][CH2:20][CH2:21][CH2:22][CH:23]=[O:24])=[CH:15][CH:14]=1 |f:0.1|. Procedure: To a suspension of 32 g (0.15 mol) of pyridinium chlorochromate in 450 ml of methylene chloride is added 23 g (0.1 mol) of 6-(4-chlorophenoxy)-1-hexanol. The mixture is maintained under a nitrogen atmosphere for 2 hours, is diluted with 1000 ml of ethyl ether and is stirred for 1.5 hours. Starting materials: C(C1=CC=CC=C1)OC=1C=C(C(=O)O)C=CC1 (3-benzyloxybenzoic acid), Cl (hydrogen chloride), C(C(=O)Cl)(=O)Cl (oxalyl chloride). The reagents and catalysts are CN(C=O)C (dimethylformamide). The solvent is ClCCl (dichloromethane). Product: C(C1=CC=CC=C1)OC=1C=C(C(=O)Cl)C=CC1 (3-Benzyloxybenzoyl chloride). Reaction SMILES: [CH2:1]([O:8][C:9]1[CH:10]=[C:11]([CH:15]=[CH:16][CH:17]=1)[C:12](O)=[O:13])[C:2]1[CH:7]=[CH:6][CH:5]=[CH:4][CH:3]=1.C(Cl)(=O)C([Cl:21])=O.Cl>CN(C)C=O.ClCCl>[CH2:1]([O:8][C:9]1[CH:10]=[C:11]([CH:15]=[CH:16][CH:17]=1)[C:12]([Cl:21])=[O:13])[C:2]1[CH:7]=[CH:6][CH:5]=[CH:4][CH:3]=1. Procedure details: A stirred mixture of 3-benzyloxybenzoic acid (22.0 g; 0.096 mol) and dry dimethylformamide (2 drops) in dry dichloromethane (100 cm3) was treated with oxalyl chloride (19 g; 0.15 mol) which was added in 4 approximately equal portions over ˜30 minutes. The mixture was stirred at room temperature until evolution of hydrogen chloride had ceased (˜6 hrs). The resulting colourless solution was evaporated in vacuo at 40° to constant weight to give a very pale tan oil that solidified rapidly to give th... Reactants: Grignard reagent, C(C1=CC=CO1)=O (furfural), Grignard reagent, BrC(C#C)C (3-bromo-1-butyne), [Cl-].[NH4+] (ammonium chloride), [Al] (Aluminum), mercuric chloride. The solvent is O1CCCC1 (THF), O1CCCC1 (THF), O1CCCC1 (THF), O1CCCC1 (tetrahydrofuran). Conditions: time 2 hour. The product is O1C(=CC=C1)C(C(C#C)C)O (1-(2-furyl)-2-methyl-3-butyn-1-ol). Yield: 57.7%. Reaction SMILES: [Al].Br[CH:3]([CH3:6])[C:4]#[CH:5].[CH:7](=[O:13])[C:8]1[O:12][CH:11]=[CH:10][CH:9]=1.[Cl-].[NH4+]>O1CCCC1>[O:12]1[CH:11]=[CH:10][CH:9]=[C:8]1[CH:7]([OH:13])[CH:4]([CH3:5])[C:3]#[CH:6] |f:3.4|. Procedure: Aluminum (5.0 g, 0.18 mole), mercuric chloride (100 mg) and tetrahydrofuran (THF) (70 ml) were added to a reactor, and a solution of 3-bromo-1-butyne (20 g, 0.15 mole) in THF (20 ml) was added dropwise at 40° to 50° C. to prepare a Grignard reagent. Thereafter, to this THF solution of the Grignard reagent was added dropwise a solution of furfural (11.5 g, 0.12 mole) in THF (20 ml) at 20° to 30° C. over about 1 hour, followed by stirring at room temperature for further 2 hours. After completion o... Starting materials: OCC(=O)[C@@H](O)[C@H](O)[C@@H](O)CO (L-sorbose), [Bi] (bismuth), O=O (oxygen). Reagents/catalysts: [Pd] (palladium). Yields the product C([C@@H]([C@H]([C@@H](C(=O)C(=O)O)O)O)O)O (2-keto-L-gulonic acid). The yield is 85.0%. Reaction SMILES: [OH:1][CH2:2][C:3]([C@H:5]([C@@H:7]([C@H:9]([CH2:11][OH:12])[OH:10])[OH:8])[OH:6])=[O:4].[O:13]=O.[Bi]>[Pd]>[CH2:11]([OH:12])[C@H:9]([OH:10])[C@@H:7]([OH:8])[C@H:5]([OH:6])[C:3]([C:2]([OH:13])=[O:1])=[O:4]. Procedure: A palladium-bismuth catalyst is disclosed in the specification of Japanese Patent Laid-Open No. 163340/1982 which relates to a process for producing 2-keto-L-gulonic acid. In this process, a hydroxyl group of L-sorbose (ketose) is oxidized with oxygen in the presence of a catalyst containing palladium and bismuth to obtain 2-keto-L-gulonic acid in a yield of 85%. The process of the present invention is characterized in that not the hydroxyl group but an aldehydo group of glucose (aldose) is oxid...